This data is from the Open Reaction Database (ORD), a public repository of structured organic reaction records. The task is: describe an organic reaction: reactants, conditions, products, and yield RXN SMILES: [CH2:1]([CH3:2])[n:3]1[cH:4][c:5]([C:22](=[O:23])[O:24][CH2:25][CH3:26])[c:6](=[O:21])[c:7]2[cH:8][c:9]([F:20])[c:10](-[c:14]3[cH:15][cH:16][n:17][cH:18][cH:19]3)[c:11]([F:13])[c:12]12.[ClH:27]>>[CH2:1]([CH3:2])[n:3]1[cH:4][c:5]([C:22](=[O:23])[OH:24])[c:6](=[O:21])[c:7]2[cH:8][c:9]([F:20])[c:10](-[c:14]3[cH:15][cH:16][n:17][cH:18][cH:19]3)[c:11]([F:13])[c:12]12. Starting materials: CCOC(=O)c1cn(CC)c2c(F)c(-c3ccncc3)c(F)cc2c1=O, Cl. Product: CCn1cc(C(=O)O)c(=O)c2cc(F)c(-c3ccncc3)c(F)c21. Reactants: [N+](=O)([O-])C(=CC1=CC=C(C=C1)C(F)(F)F)C (1-(2-Nitro-propenyl)-4-trifluoromethyl-benzene), [H-].[H-].[H-].[H-].[Li+].[Al+3] (LiAlH4), C(C)OC(C)=O (ethylacetate). Run in CCCCCC (hexane), C1CCOC1 (THF). Reaction conditions: temperature 70 celsius, time 20 minute. The product is CC(CC1=CC=C(C=C1)C(F)(F)F)N (1-Methyl-2-(4-trifluoromethyl-phenyl)-ethylamine). The yield is 99.8%. As a reaction SMILES: [N+:1]([C:4]([CH3:16])=[CH:5][C:6]1[CH:11]=[CH:10][C:9]([C:12]([F:15])([F:14])[F:13])=[CH:8][CH:7]=1)([O-])=O.[H-].[H-].[H-].[H-].[Li+].[Al+3].C(OC(=O)C)C>C1COCC1.CCCCCC>[CH3:16][CH:4]([NH2:1])[CH2:5][C:6]1[CH:7]=[CH:8][C:9]([C:12]([F:13])([F:14])[F:15])=[CH:10][CH:11]=1 |f:1.2.3.4.5.6|. Procedure details: 1-(2-Nitro-propenyl)-4-trifluoromethyl-benzene (I-43a: 2.85 g, 12.33 mmol) was reacted with LiAlH4 (1.87 g, 49.31 mmol) in dry THF (40 mL). The resulting mixture was refluxed for 5 hours at 70° C. The reaction was monitored by TLC (20% ethylacetate in hexane). The reaction mass was cooled to 0° C., quenched with 10% NaOH solution (2 mL) and stirred for 20 minutes. The precipitated solid was filtered, washed with DCM and concentrated under reduced pressure to afford 2.5 g of the crude product whi... Reactants: C=Cc1ccc2oc(=O)cc(NC3CCNCC3)c2c1, O=Cc1ccc2c(c1)OCCO2. Product: C=Cc1ccc2oc(=O)cc(NC3CCN(Cc4ccc5c(c4)OCCO5)CC3)c2c1. Reaction SMILES: [NH:1]1[CH2:2][CH2:3][CH:4]([NH:7][c:8]2[cH:9][c:10](=[O:20])[o:11][c:12]3[cH:13][cH:14][c:15]([CH:18]=[CH2:19])[cH:16][c:17]23)[CH2:5][CH2:6]1.[O:21]1[CH2:22][CH2:23][O:24][c:25]2[c:26]1[cH:27][cH:28][c:29]([CH:31]=[O:32])[cH:30]2>>[N:1]1([CH2:31][c:29]2[cH:28][cH:27][c:26]3[c:25]([cH:30]2)[O:24][CH2:23][CH2:22][O:21]3)[CH2:2][CH2:3][CH:4]([NH:7][c:8]2[cH:9][c:10](=[O:20])[o:11][c:12]3[cH:13][cH:14][c:15]([CH:18]=[CH2:19])[cH:16][c:17]23)[CH2:5][CH2:6]1.